From a dataset of the Open Reaction Database (ORD), a public repository of structured organic reaction records. describe an organic reaction: reactants, conditions, products, and yield Conditions: temperature 60 celsius. Procedure: 94.0 g (0.5 mol) of 1,2,3,4-tetrahydro-1,1,4,4-tetramethylnaphthalene were stirred into 100 ml of chlorosulfonic acid at 20° C. within 30 min. The reaction solution was maintained at 60° C. for 1 hour, cooled to room temperature and then poured into 1.5 l of ice and extracted with ether. The organic phase was washed to neutrality with brine and water, dried over magnesium sulfate and evaporated under reduced pressure. Recrystallization of the residue from methanol yielded 55.0 g of 5,6,7,8-tetra... As a reaction SMILES: [CH3:1][C:2]1([CH3:14])[C:11]2[C:6](=[CH:7][CH:8]=[CH:9][CH:10]=2)[C:5]([CH3:13])([CH3:12])[CH2:4][CH2:3]1.[Cl:15][S:16](O)(=[O:18])=[O:17]>>[CH3:1][C:2]1([CH3:14])[CH2:3][CH2:4][C:5]([CH3:13])([CH3:12])[C:6]2[CH:7]=[C:8]([S:16]([Cl:15])(=[O:18])=[O:17])[CH:9]=[CH:10][C:11]1=2. The reactants are CC1(CCC(C2=CC=CC=C12)(C)C)C (1,2,3,4-tetrahydro-1,1,4,4-tetramethylnaphthalene), ClS(=O)(=O)O (chlorosulfonic acid), ice. The product is CC1(C=2C=CC(=CC2C(CC1)(C)C)S(=O)(=O)Cl)C (5,6,7,8-tetrahydro-5,5,8,8-tetramethylnaphthalene-2-sulfonyl chloride). As a reaction SMILES: [Cl:1][C:2]1[N:7]=[C:6]([CH3:8])[C:5]([C:9]([N:11]2[CH2:16][CH2:15][N:14]([S:17]([C:20]3[CH:25]=[CH:24][C:23]([C:26]([F:29])([F:28])[F:27])=[CH:22][CH:21]=3)(=[O:19])=[O:18])[CH2:13][C@@H:12]2[CH3:30])=[O:10])=[CH:4][CH:3]=1.[CH3:31][NH:32][CH3:33].CO>C(O)(C)C>[ClH:1].[CH3:31][N:32]([CH3:33])[C:2]1[CH:3]=[CH:4][C:5]([C:9]([N:11]2[CH2:16][CH2:15][N:14]([S:17]([C:20]3[CH:25]=[CH:24][C:23]([C:26]([F:29])([F:28])[F:27])=[CH:22][CH:21]=3)(=[O:19])=[O:18])[CH2:13][C@@H:12]2[CH3:30])=[O:10])=[C:6]([CH3:8])[N:7]=1 |f:4.5|. Starting materials: ClC1=CC=C(C(=N1)C)C(=O)N1[C@H](CN(CC1)S(=O)(=O)C1=CC=C(C=C1)C(F)(F)F)C ((2S)-1-[(6-Chloro-2-methyl-3-pyridinyl)carbonyl]-2-methyl-4-{[4-(trifluoromethyl)phenyl]sulfonyl}piperazine), CNC (Dimethylamine), CO (methanol). Solvent: C(C)(C)O (isopropanol). Conditions: temperature 120 celsius. Procedure details: (2S)-1-[(6-Chloro-2-methyl-3-pyridinyl)carbonyl]-2-methyl-4-{[4-(trifluoromethyl)phenyl]sulfonyl}piperazine (may be prepared as described in Example 24) (65 mg, 0.14 mmol) was weighed into a microwave vial, and suspended in isopropanol (0.7 ml). Dimethylamine, 2M in methanol (0.7 ml, 1.40 mmol) was added, and the mixture was stirred briefly to give a clear solution. This was heated in the microwave to 120° C. for 4 h with stirring. The reaction mixture was concentrated to give the crude material... Product: Cl.CN(C1=NC(=C(C=C1)C(=O)N1[C@H](CN(CC1)S(=O)(=O)C1=CC=C(C=C1)C(F)(F)F)C)C)C (N,N,6-Trim ethyl-5-[((2S)-2-methyl-4-{[4-(trifluoromethyl)phenyl]sulfonyl}-1-piperazinyl)carbonyl]-2-pyridinamine hydrochloride). The reactants are COC(=O)C(CC1CCCC1)n1nc(Oc2ccccc2)ccc1=O, CO, [Na+], [OH-]. Product: O=C(O)C(CC1CCCC1)n1nc(Oc2ccccc2)ccc1=O. Reaction SMILES: [CH3:1][O:2][C:3]([CH:4]([CH2:5][CH:6]1[CH2:7][CH2:8][CH2:9][CH2:10]1)[n:11]1[n:12][c:13]([O:18][c:19]2[cH:20][cH:21][cH:22][cH:23][cH:24]2)[cH:14][cH:15][c:16]1=[O:17])=[O:25].[CH3:28][OH:29].[Na+:27].[OH-:26]>>[O:2]=[C:3]([CH:4]([CH2:5][CH:6]1[CH2:7][CH2:8][CH2:9][CH2:10]1)[n:11]1[n:12][c:13]([O:18][c:19]2[cH:20][cH:21][cH:22][cH:23][cH:24]2)[cH:14][cH:15][c:16]1=[O:17])[OH:25]. Starting materials: C(C)(C)(C)N (tert-butylamine), benzotriazolyloxytris(dimethlyamino)phosphonium PF6, CN1CCOCC1 (4-methylmorpholine), NC1=NC=NN2C1=C(C(=C2)C(=O)O)C2=CC=C(C=C2)NC2=NC1=C(N2)C(=CC(=C1)F)F (4-amino-5-{4-[(5,7-difluoro-1H-benzimidazol-2-yl)amino]phenyl}pyrrolo[2,1-f][1,2,4]triazine-6-carboxylic acid). Run in CN(C)C=O (DMF). Conditions: time 3 hour. Yields the product NC1=NC=NN2C1=C(C(=C2)C(=O)NC(C)(C)C)C2=CC=C(C=C2)NC2=NC1=C(N2)C(=CC(=C1)F)F (4-amino-N-(tert-butyl)-5-{4-[(5,7-difluoro-1H-benzimidazol-2-yl)amino]phenyl}pyrrolo[2,1-f][1,2,4]triazine-6-carboxamide). Yield: 88.8%. As a reaction SMILES: [NH2:1][C:2]1[C:7]2=[C:8]([C:14]3[CH:19]=[CH:18][C:17]([NH:20][C:21]4[NH:25][C:24]5[C:26]([F:31])=[CH:27][C:28]([F:30])=[CH:29][C:23]=5[N:22]=4)=[CH:16][CH:15]=3)[C:9]([C:11](O)=[O:12])=[CH:10][N:6]2[N:5]=[CH:4][N:3]=1.[C:32]([NH2:36])([CH3:35])([CH3:34])[CH3:33].CN1CCOCC1>CN(C=O)C>[NH2:1][C:2]1[C:7]2=[C:8]([C:14]3[CH:19]=[CH:18][C:17]([NH:20][C:21]4[NH:25][C:24]5[C:26]([F:31])=[CH:27][C:28]([F:30])=[CH:29][C:23]=5[N:22]=4)=[CH:16][CH:15]=3)[C:9]([C:11]([NH:36][C:32]([CH3:35])([CH3:34])[CH3:33])=[O:12])=[CH:10][N:6]2[N:5]=[CH:4][N:3]=1. Reported procedure: To a suspension of 4-amino-5-{4-[(5,7-difluoro-1H-benzimidazol-2-yl)amino]phenyl}pyrrolo[2,1-f][1,2,4]triazine-6-carboxylic acid (75.0 mg, 0.178 mmol) in DMF (3 mL) was added tert-butylamine (0.021 ml, 0.196 mmol), benzotriazolyloxytris(dimethlyamino)phosphonium PF6 (86.6 mg, 0.196 mmol), and 4-methylmorpholine (0.039 ml, 0.356 mmol). The reaction was stirred for 3 hr at rt and then purified directly by HPLC using 25-85% acetonitrile in water to afford the desired product (75.3 mg, 89%). 1H-NMR ... Reactants: C(C#C)[Mg]Br (propargyl magnesium bromide), Cl (hydrochloric acid), ice water, BrC\C=C(\CCCCCCCCC)/C ((E)-1-bromo-3-methyl-2-dodecene). The reagents and catalysts are Cl[Cu] (CuCl). The solvent is C(C)OCC (diethyl ether). Run at temperature 0 celsius, time 3 hour. Yields the product C\C(=C/CCC#C)\CCCCCCCCC ((E)-6-methyl-5-pentadecen-1-yne). As a reaction SMILES: [CH2:1]([Mg]Br)[C:2]#[CH:3].Br[CH2:7]/[CH:8]=[C:9](\[CH3:19])/[CH2:10][CH2:11][CH2:12][CH2:13][CH2:14][CH2:15][CH2:16][CH2:17][CH3:18].Cl>Cl[Cu].C(OCC)C>[CH3:19]/[C:9](/[CH2:10][CH2:11][CH2:12][CH2:13][CH2:14][CH2:15][CH2:16][CH2:17][CH3:18])=[CH:8]\[CH2:7][CH2:3][C:2]#[CH:1]. Reported procedure: A diethyl ether solution (100 ml) of propargyl bromide (22.4 g, 190 mmols) was added dropwise to magnesium (5.20 g, 210 mmols) and HgCl2 (360 mg, 1.33 mmols) to obtain propargyl magnesium bromide (Grignard reagent). CuCl (200 mg, 2.02 mmols) was added to this Grignard reagent, and the resulting solution was ice-cooled. After a diethyl ether (100 ml) solution of (E)-1-bromo-3-methyl-2-dodecene (4′) (18.8 g, 72.0 mmols) was added dropwise, the mixture was stirred for 3 hours at 0° C. The reaction ... Reactants: Cl (Hydrogen Chloride), C(C1=CC=CC=C1)OC[C@H]1[C@@H]([C@@H](N[C@@H]1C)C1=CC=CC=C1)NCC1=C(C=CC(=C1)C(C)C)OC ((2S*,3S*,4R*,5R*)-4-benzyloxymethyl-3-[N-(5-isopropyl-2-methoxybenzyl)amino]-5-methyl-2-phenylpyrrolidine). Run in CO (Methanol). The product is Cl.Cl.C(C1=CC=CC=C1)OC[C@H]1[C@@H]([C@@H](N[C@@H]1C)C1=CC=CC=C1)NCC1=C(C=CC(=C1)C(C)C)OC ((2S*,3S*,4R*,5R*)-4-Benzyloxymethyl-3-[N-(5-isopropyl-2-methoxybenzyl)amino]-5-methyl-2-phenylpyrrolidine dihydrochloride). Yield: 87.0%. Reaction SMILES: [ClH:1].[CH2:2]([O:9][CH2:10][C@@H:11]1[C@@H:15]([CH3:16])[NH:14][C@@H:13]([C:17]2[CH:22]=[CH:21][CH:20]=[CH:19][CH:18]=2)[C@H:12]1[NH:23][CH2:24][C:25]1[CH:30]=[C:29]([CH:31]([CH3:33])[CH3:32])[CH:28]=[CH:27][C:26]=1[O:34][CH3:35])[C:3]1[CH:8]=[CH:7][CH:6]=[CH:5][CH:4]=1>CO>[ClH:1].[ClH:1].[CH2:2]([O:9][CH2:10][C@@H:11]1[C@@H:15]([CH3:16])[NH:14][C@@H:13]([C:17]2[CH:22]=[CH:21][CH:20]=[CH:19][CH:18]=2)[C@H:12]1[NH:23][CH2:24][C:25]1[CH:30]=[C:29]([CH:31]([CH3:32])[CH3:33])[CH:28]=[CH:27][C:26]=1[O:34][CH3:35])[C:3]1[CH:4]=[CH:5][CH:6]=[CH:7][CH:8]=1 |f:3.4.5|. Procedure: An excess amount of Hydrogen Chloride, Methanol Reagent 10 (Tokyo Kasei) was added to (2S*,3S*,4R*,5R*)-4-benzyloxymethyl-3-[N-(5-isopropyl-2-methoxybenzyl)amino]-5-methyl-2-phenylpyrrolidine (0.40 g, 0.87 mmol) until the mixture became acidic. The solvent MeOH was evaporated in vacuo, and the syrupy residue was crystallized from EtOH--Et2O to give title compound (0.40 g, 87%) as white powders (mp 129-133 C.): IRmax (nujol): 3450(w), 3100-2100(br.s), 1510(s), 1255(s), 1087(m), 810(w), 755(m), 70... Product: CS(=O)(=O)C1=NC(=CC(=N1)OC(F)F)C (2-methylsulfonyl-4-difluoromethoxy-6-methylpyrimidine). The reagents and catalysts are C1COCCOCCOCCOCCOCCO1 (18-crown-6-ether), [O-2].[Mn+2] (manganese oxide). Reactants: [Mn](=O)(=O)(=O)[O-].[K+] (potassium permanganate), CSC1=NC(=CC(=N1)OC(F)F)C (2-methylthio-4-difluoromethoxy-6-methylpyrimidine), C(C)(=O)O (acetic acid), S(=O)(O)[O-].[Na+] (sodium hydrogen sulfite). Yield: 95.0%. Procedure details: A solution of 70.0 g (0.44 mol) of potassium permanganate in 700 ml of water is added dropwise to a solution of 30.9 g (0.15 mol) of 2-methylthio-4-difluoromethoxy-6-methylpyrimidine, 0.75 g of 18-crown-6-ether and 30 ml of glacial acetic acid in 1400 ml of methylene chloride. This mixture is stirred for 3 hours at a temperature of between 20° and 25° C., and sodium hydrogen sulfite solution is then added until the precipitated manganese oxide (MnO2) is dissolved. The organic phase of the reacti... Solvent: O (water), C(Cl)Cl (methylene chloride). RXN SMILES: [Mn]([O-])(=O)(=O)=O.[K+].CS[C:9]1[N:14]=[C:13]([O:15][CH:16]([F:18])[F:17])[CH:12]=[C:11]([CH3:19])[N:10]=1.[C:20](O)(=O)C.[S:24]([O-:27])(O)=[O:25].[Na+]>O.C(Cl)Cl.[O-2].[Mn+2].C1OCCOCCOCCOCCOCCOC1>[CH3:20][S:24]([C:9]1[N:14]=[C:13]([O:15][CH:16]([F:18])[F:17])[CH:12]=[C:11]([CH3:19])[N:10]=1)(=[O:27])=[O:25] |f:0.1,4.5,8.9|. Starting materials: O (water), [N+](=O)([O-])C1=CC=C(CC2=CC=C(C=C2)C2(CCCCC2)C2=CC=C(C=C2)CC2=CC=C(C=C2)[N+](=O)[O-])C=C1 (1,1-bis[4-(4-nitrobenzyl)phenyl]cyclohexane), [H][H] (hydrogen). The reagents and catalysts are Pd--C. Solvent: O1CCCC1 (tetrahydrofuran). The product is NC1=CC=C(CC2=CC=C(C=C2)C2(CCCCC2)C2=CC=C(C=C2)CC2=CC=C(C=C2)N)C=C1 (1,1-bis[4-(4aminobenzyl)phenyl]cyclohexane). Yield: 82.2%. As a reaction SMILES: [N+:1]([C:4]1[CH:38]=[CH:37][C:7]([CH2:8][C:9]2[CH:14]=[CH:13][C:12]([C:15]3([C:21]4[CH:26]=[CH:25][C:24]([CH2:27][C:28]5[CH:33]=[CH:32][C:31]([N+:34]([O-])=O)=[CH:30][CH:29]=5)=[CH:23][CH:22]=4)[CH2:20][CH2:19][CH2:18][CH2:17][CH2:16]3)=[CH:11][CH:10]=2)=[CH:6][CH:5]=1)([O-])=O.O.[H][H]>O1CCCC1>[NH2:1][C:4]1[CH:5]=[CH:6][C:7]([CH2:8][C:9]2[CH:10]=[CH:11][C:12]([C:15]3([C:21]4[CH:26]=[CH:25][C:24]([CH2:27][C:28]5[CH:29]=[CH:30][C:31]([NH2:34])=[CH:32][CH:33]=5)=[CH:23][CH:22]=4)[CH2:20][CH2:19][CH2:18][CH2:17][CH2:16]3)=[CH:13][CH:14]=2)=[CH:37][CH:38]=1. Procedure details: 1,1-bis[4-(4-nitrobenzyl)phenyl]cyclohexane 98.93 g was dissolved in 1100 ml of tetrahydrofuran, a Pd--C catalyst (5% purity, water content 55.9%) 9.8 g was added, and the mixture was cooled with water at atmospheric pressure and contacted with hydrogen gas with stirring. After the absorption of hydrogen stopped, the catalyst was filtered off and the solution was concentrated. The concentrate was recrystallized with toluene solvent to obtain 71.71 g of 1,1-bis[4-(4aminobenzyl)phenyl]cyclohexane ...